This data is from the Open Reaction Database (ORD), a public repository of structured organic reaction records. The task is: describe an organic reaction: reactants, conditions, products, and yield The reactants are ClC1=CC=C(C=C1)C(C#CC#N)(CC)N1C=CC2=C(C=CC=C12)N(S(=O)(=O)C)COCC[Si](C)(C)C (N-(1-(3-(4-chlorophenyl)-1-cyanopent-1-yn-3-yl)-1H-indol-4-yl)-N-((2-(trimethyl silyl)ethoxy)methyl)methanesulfonamide), Cl (HCl). Solvent: CCO (EtOH). Run at temperature 50 celsius, time 8 hour. Yields the product ClC1=CC=C(C=C1)C(C#CC#N)(CC)N1C=CC2=C(C=CC=C12)NS(=O)(=O)C (N-(1-(3-(4-chlorophenyl)-1-cyanopent-1-yn-3-yl)-1H-indol-4-yl)methanesulfonamide). RXN SMILES: [Cl:1][C:2]1[CH:7]=[CH:6][C:5]([C:8]([N:15]2[C:23]3[C:18](=[C:19]([N:24](COCC[Si](C)(C)C)[S:25]([CH3:28])(=[O:27])=[O:26])[CH:20]=[CH:21][CH:22]=3)[CH:17]=[CH:16]2)([CH2:13][CH3:14])[C:9]#[C:10][C:11]#[N:12])=[CH:4][CH:3]=1.Cl>CCO>[Cl:1][C:2]1[CH:7]=[CH:6][C:5]([C:8]([N:15]2[C:23]3[C:18](=[C:19]([NH:24][S:25]([CH3:28])(=[O:26])=[O:27])[CH:20]=[CH:21][CH:22]=3)[CH:17]=[CH:16]2)([CH2:13][CH3:14])[C:9]#[C:10][C:11]#[N:12])=[CH:4][CH:3]=1. Procedure: To a solution of the product from step D (15 mg, 0.028 mmol, enantiomer A) in EtOH (2 mL) was added 2N HCl (0.5 mL). The mixture was stirred at 50° C. overnight. The volatile was removed under reduced pressure and the residue was purified by Combiflash (Mobile phase: MeOH/H2O (0.08% of NH4HCO3) to obtain the title compound. LC/MS m/z=412.1 [M+H]+. 1H NMR (400 MHz, CDC13) δ• •7.53 (d, J=3.6 Hz, 1H), 7.33 (d, J=8.8 Hz, 2H), 7.17 (d, J=8.0 Hz, 1H), 7.12 (d, J=8.4 Hz, 2H), 7.01 (t, J=8.0 Hz, 1H), 6....